This data is from the Open Reaction Database (ORD), a public repository of structured organic reaction records. The task is: describe an organic reaction: reactants, conditions, products, and yield Reactants: O=C([O-])[O-], CN(C)C=O, N#CCCl, [K+], [K+], O, Cc1cc(O)cc(N2C(=O)c3ccccc3C2=O)c1. The product is Cc1cc(OCC#N)cc(N2C(=O)c3ccccc3C2=O)c1. As a reaction SMILES: [C:24](=[O:25])([O-:26])[O-:27].[CH3:31][N:32]([CH3:33])[CH:34]=[O:35].[Cl:20][CH2:21][C:22]#[N:23].[K+:28].[K+:29].[OH2:30].[OH:1][c:2]1[cH:3][c:4]([N:9]2[C:10](=[O:19])[c:11]3[cH:12][cH:13][cH:14][cH:15][c:16]3[C:17]2=[O:18])[cH:5][c:6]([CH3:8])[cH:7]1>>[O:1]([c:2]1[cH:3][c:4]([N:9]2[C:10](=[O:19])[c:11]3[cH:12][cH:13][cH:14][cH:15][c:16]3[C:17]2=[O:18])[cH:5][c:6]([CH3:8])[cH:7]1)[CH2:21][C:22]#[N:23]. Reactants: BrCCCCCOCc1ccccc1, CCCCC1CNC(=O)C1, CN(C)C=O, CCOC(C)=O, [H-], [Na+]. The product is CCCCC1CC(=O)N(CCCCCOCc2ccccc2)C1. RXN SMILES: [CH2:13]([c:14]1[cH:15][cH:16][cH:17][cH:18][cH:19]1)[O:20][CH2:21][CH2:22][CH2:23][CH2:24][CH2:25][Br:26].[CH2:1]([CH2:2][CH2:3][CH3:4])[CH:5]1[CH2:6][C:7](=[O:10])[NH:8][CH2:9]1.[CH3:27][N:28]([CH3:29])[CH:30]=[O:31].[CH3:32][CH2:33][O:34][C:35](=[O:36])[CH3:37].[H-:11].[Na+:12]>>[CH2:1]([CH2:2][CH2:3][CH3:4])[CH:5]1[CH2:6][C:7](=[O:10])[N:8]([CH2:25][CH2:24][CH2:23][CH2:22][CH2:21][O:20][CH2:13][c:14]2[cH:15][cH:16][cH:17][cH:18][cH:19]2)[CH2:9]1. Starting materials: C(C)(C)(C)OC(=O)N1CCC(CC1)OC1=NC=C(C=C1)[N+](=O)[O-] (4-(5-Nitro-pyridin-2-yloxy)-piperidine-1-carboxylic acid tert-butyl ester). Reagents/catalysts: [Pd] (palladium on carbon). Run in C(C)O (ethanol). Yields the product C(C)(C)(C)OC(=O)N1CCC(CC1)OC1=NC=C(C=C1)N (4-(5-Amino-pyridin-2-yloxy)-piperidine-1-carboxylic acid tert-butyl ester). Yield: 86.1%. As a reaction SMILES: [C:1]([O:5][C:6]([N:8]1[CH2:13][CH2:12][CH:11]([O:14][C:15]2[CH:20]=[CH:19][C:18]([N+:21]([O-])=O)=[CH:17][N:16]=2)[CH2:10][CH2:9]1)=[O:7])([CH3:4])([CH3:3])[CH3:2]>[Pd].C(O)C>[C:1]([O:5][C:6]([N:8]1[CH2:9][CH2:10][CH:11]([O:14][C:15]2[CH:20]=[CH:19][C:18]([NH2:21])=[CH:17][N:16]=2)[CH2:12][CH2:13]1)=[O:7])([CH3:4])([CH3:2])[CH3:3]. Procedure details: Stir a mixture of 4-(5-Nitro-pyridin-2-yloxy)-piperidine-1-carboxylic acid tert-butyl ester (2.7 g, 8.35 mmol) and 10% palladium on carbon (0.5 g) in ethanol (100 mL) at room temperature under hydrogen for 4 hours. Filter to remove palladium catalyst. Concentrate the filtrate and subject the resultant colorless oil to silica gel chromatography eluting with hexanes and ethyl acetate to give the title compound as a white solid (2.11 g, 86% (ES+(m/z) 194.2 [M+H—BOC]). The reactants are COC(=O)C1(c2ccc(-c3ccc(-c4nc(C(N)=O)c(C)nc4C)cc3)c(Cl)c2)CC1, CC(C)(C)O, Cl, [K+], [OH-]. The product is Cc1nc(C)c(-c2ccc(-c3ccc(C4(C(=O)O)CC4)cc3Cl)cc2)nc1C(N)=O. As a reaction SMILES: [C:3]([NH2:4])(=[O:5])[c:6]1[c:7]([CH3:33])[n:8][c:9]([CH3:32])[c:10](-[c:12]2[cH:13][cH:14][c:15](-[c:18]3[c:19]([Cl:31])[cH:20][c:21]([C:24]4([C:27](=[O:28])[O:29][CH3:30])[CH2:25][CH2:26]4)[cH:22][cH:23]3)[cH:16][cH:17]2)[n:11]1.[CH3:35][C:36]([OH:37])([CH3:38])[CH3:39].[ClH:34].[K+:2].[OH-:1]>>[C:3]([NH2:4])(=[O:5])[c:6]1[c:7]([CH3:33])[n:8][c:9]([CH3:32])[c:10](-[c:12]2[cH:13][cH:14][c:15](-[c:18]3[c:19]([Cl:31])[cH:20][c:21]([C:24]4([C:27](=[O:28])[OH:29])[CH2:25][CH2:26]4)[cH:22][cH:23]3)[cH:16][cH:17]2)[n:11]1. Yields the product Nc1ccc2c(c1)OC(CCl)CO2. The reactants are CCO, O=[N+]([O-])c1ccc2c(c1)OC(CCl)CO2, [Pd]. As a reaction SMILES: [CH3:16][CH2:17][OH:18].[Cl:1][CH2:2][CH:3]1[CH2:4][O:5][c:6]2[c:7]([cH:9][c:10]([N+:13]([O-:14])=[O:15])[cH:11][cH:12]2)[O:8]1.[Pd:19]>>[Cl:1][CH2:2][CH:3]1[CH2:4][O:5][c:6]2[c:7]([cH:9][c:10]([NH2:13])[cH:11][cH:12]2)[O:8]1. Reaction conditions: time 2 hour. Reaction SMILES: [CH3:1][O:2][C:3]1[CH:4]=[C:5]([C:11]2[N:16]=[C:15]([CH3:17])[NH:14][C:13](=O)[CH:12]=2)[CH:6]=[CH:7][C:8]=1[O:9][CH3:10].P(Cl)(Cl)([Cl:21])=O>>[Cl:21][C:13]1[CH:12]=[C:11]([C:5]2[CH:6]=[CH:7][C:8]([O:9][CH3:10])=[C:3]([O:2][CH3:1])[CH:4]=2)[N:16]=[C:15]([CH3:17])[N:14]=1. Reactants: COC=1C=C(C=CC1OC)C1=CC(NC(=N1)C)=O (3,4-dihydro-6-(3,4-dimethoxyphenyl)-2-methylpyrimidin-4-one), P(=O)(Cl)(Cl)Cl (phosphorus oxychloride). Yields the product ClC1=NC(=NC(=C1)C1=CC(=C(C=C1)OC)OC)C (4-chloro-6-(3,4-dimethoxyphenyl)-2-methylpyrimidine). Procedure: A suspension of 3,4-dihydro-6-(3,4-dimethoxyphenyl)-2-methylpyrimidin-4-one (2.4 g) in phosphorus oxychloride (20 ml) was refluxed for 2 hours, and evaporated. To the residue were added aqueous sodium bicarbonate solution and chloroform, and stirred at ambient temperature for 2 hours. The organic layer was obtained and washed with water. After evaporated, the residue was dissolved in ethyl acetate-diisopropyl ether mixture (1:6 v/v). The precipitates were filtered off, and the filtrate was evapo...